Dataset: the Open Reaction Database (ORD), a public repository of structured organic reaction records. Task: describe an organic reaction: reactants, conditions, products, and yield Starting materials: FC1=C(C=CC=C1)NC(NC1=CC=C(C=C1)C1=CC=C2CN(C(C2=C1)=O)[C@H](C(=O)OC)C(C)C)=S ((S)-Methyl 2-(6-(4-(3-(2-fluorophenyl)thioureido)phenyl)-1-oxoisoindolin-2-yl)-3-methylbutanoate), NC1=CC=C(C=C1)C1=CC=C2CN(C(C2=C1)=O)[C@H](C(=O)OC)C(C)C ((S)-Methyl 2-(6-(4-aminophenyl)-1-oxoisoindolin-2-yl)-3-methylbutanoate), COC=1C=C(C=CC1)N=C=S (3-methoxyphenyl isothiocyanate), compound, compound. Product: COC=1C=C(C=CC1)NC(NC1=CC=C(C=C1)C1=CC=C2CN(C(C2=C1)=O)[C@H](C(=O)OC)C(C)C)=S ((S)-Methyl 2-(6-(4-(3-(3-methoxyphenyl)thioureido)phenyl)-1-oxoisoindolin-2-yl)-3-methylbutanoate). RXN SMILES: F[C:2]1[CH:7]=[CH:6][CH:5]=[CH:4][C:3]=1[NH:8][C:9](=[S:35])[NH:10][C:11]1[CH:16]=[CH:15][C:14]([C:17]2[CH:25]=[C:24]3[C:20]([CH2:21][N:22]([C@@H:27]([CH:32]([CH3:34])[CH3:33])[C:28]([O:30][CH3:31])=[O:29])[C:23]3=[O:26])=[CH:19][CH:18]=2)=[CH:13][CH:12]=1.NC1C=CC(C2C=C3C(CN([C@@H](C(C)C)C(OC)=O)[C:49]3=[O:52])=CC=2)=CC=1.COC1C=C(N=C=S)C=CC=1>>[CH3:49][O:52][C:7]1[CH:2]=[C:3]([NH:8][C:9](=[S:35])[NH:10][C:11]2[CH:16]=[CH:15][C:14]([C:17]3[CH:25]=[C:24]4[C:20]([CH2:21][N:22]([C@@H:27]([CH:32]([CH3:34])[CH3:33])[C:28]([O:30][CH3:31])=[O:29])[C:23]4=[O:26])=[CH:19][CH:18]=3)=[CH:13][CH:12]=2)[CH:4]=[CH:5][CH:6]=1. Reported procedure: The compound of example 59 was prepared analogous to compound of example 51 by reaction of compound of example 6 with 3-methoxyphenyl isothiocyanate. The compound of example 59 was used directly without isolation for the preparation of compound of example 60. Starting materials: C(=O)(OC(C)(C)C)N[C@@H](C)C(=O)O (Boc-L-alanine), C([O-])(O)=O.[Na+] (sodium bicarbonate), NCC1=CC=C(C(=O)N(CCOC)CCN2CCC(CC2)C(C2=CC=C(C=C2)F)=O)C=C1 (4-Aminomethyl-N-{2-[4-(4-fluorobenzoyl)piperidino]ethyl}-N-(2-methoxyethyl)benzamide), CCN=C=NCCCN(C)C.Cl (EDC hydrochloride). The solvent is C(Cl)Cl (methylene chloride), O (water). Run at time 4 hour. The product is C(C)(C)(C)OC(=O)N[C@H](C(=O)NCC1=CC=C(C(=O)N(CCOC)CCN2CCC(CC2)C(C2=CC=C(C=C2)F)=O)C=C1)C (4-[(S)-2-(tert-Butoxycarbonylamino)propionyl]aminomethyl-N-{2-[4-(4-fluorobenzoyl)piperidino]ethyl}-N-(2-methoxyethyl)benzamide). The yield is 72.6%. Reaction SMILES: [NH2:1][CH2:2][C:3]1[CH:32]=[CH:31][C:6]([C:7]([N:9]([CH2:14][CH2:15][N:16]2[CH2:21][CH2:20][CH:19]([C:22](=[O:30])[C:23]3[CH:28]=[CH:27][C:26]([F:29])=[CH:25][CH:24]=3)[CH2:18][CH2:17]2)[CH2:10][CH2:11][O:12][CH3:13])=[O:8])=[CH:5][CH:4]=1.[C:33]([NH:40][C@H:41]([C:43](O)=[O:44])[CH3:42])([O:35][C:36]([CH3:39])([CH3:38])[CH3:37])=[O:34].CCN=C=NCCCN(C)C.Cl.C(=O)(O)[O-].[Na+]>C(Cl)Cl.O>[C:36]([O:35][C:33]([NH:40][C@@H:41]([CH3:42])[C:43]([NH:1][CH2:2][C:3]1[CH:4]=[CH:5][C:6]([C:7]([N:9]([CH2:14][CH2:15][N:16]2[CH2:17][CH2:18][CH:19]([C:22](=[O:30])[C:23]3[CH:24]=[CH:25][C:26]([F:29])=[CH:27][CH:28]=3)[CH2:20][CH2:21]2)[CH2:10][CH2:11][O:12][CH3:13])=[O:8])=[CH:31][CH:32]=1)=[O:44])=[O:34])([CH3:39])([CH3:38])[CH3:37] |f:2.3,4.5|. Procedure: 4-Aminomethyl-N-{2-[4-(4-fluorobenzoyl)piperidino]ethyl}-N-(2-methoxyethyl)benzamide (120 mg, 0.245 mmol) was dissolved in methylene chloride (5 ml) to which were subsequently added Boc-L-alanine (46.4 mg, 0.245 mmol) and EDC hydrochloride (52 mg, 0.270 mmol) while cooling in an ice bath. After 4 hours of stirring at the same temperature, the reaction solution was mixed with water (10 ml), adjusted to pH 8 with saturated sodium bicarbonate aqueous solution and then extracted with methylene chlor... Starting materials: ester, ketone, FC(C(C(C(F)(F)F)(F)F)=O)(F)F (1,1,1,3,3,4,4,4-octafluoro-butan-2-one), ester, ketone. The solvent is N1=CC=CC=C1 (pyridine). The product is C(F)(F)(F)C(=O)C(F)(F)C(F)(F)F.FC(C(C(C(F)(F)F)(F)F)=O)(F)F (CF3C(O)CF2CF3 1,1,1,3,3,4,4,4-octafluorobutan-2-one). RXN SMILES: [F:1][C:2]([F:13])([F:12])[C:3](=[O:11])[C:4]([F:10])([F:9])[C:5]([F:8])([F:7])[F:6]>N1C=CC=CC=1>[C:2]([C:3]([C:4]([C:5]([F:6])([F:7])[F:8])([F:9])[F:10])=[O:11])([F:13])([F:12])[F:1].[F:1][C:2]([F:12])([F:13])[C:3](=[O:11])[C:4]([F:10])([F:9])[C:5]([F:8])([F:7])[F:6] |f:2.3|. Procedure: 1341 g of sec-butyl acetate was fluorinated using essentially the same procedure as described in U.S. Pat. No. 5,488,142 (Fall et al.). The resulting perfluorinated ester (688 g) was isolated from the reaction mixture by fractionation. The ester was then decomposed according to the method described by Moore in U.S. Pat. No. 5,466,877 wherein the ester was added dropwise to a 1-liter, 3-neck flask equipped with a magnetic stirrer, dry ice condenser and temperature probe containing 0.5 mL of pyrid... Starting materials: C(C1=CC=CC=C1)O[C@H]1CC([C@H]2O[C@@H]1CO2)=O (1,6-Anhydro-4-O-benzyl-3-deoxy-β-D-erythro-hexopyranos-2-ulose), CO (methanol), C(Cl)(Cl)Cl (Chloroform). Run in Cl (HCl). Run at time 0.5 hour. Yields the product COC1([C@H]2O[C@@H]([C@H](C1)OCC1=CC=CC=C1)CO2)OC (1,6-Anhydro-4-O-benzyl-3-deoxy-β-D-erythro-hexopyranos-2-ulose dimethyl acetal). As a reaction SMILES: [CH2:1]([O:8][C@@H:9]1[C@H:14]2[CH2:15][O:16][C@H:12]([O:13]2)[C:11](=[O:17])[CH2:10]1)[C:2]1[CH:7]=[CH:6][CH:5]=[CH:4][CH:3]=1.[CH:18](Cl)(Cl)Cl.[CH3:22][OH:23]>Cl>[CH3:22][O:23][C:11]1([O:17][CH3:18])[CH2:10][C@H:9]([O:8][CH2:1][C:2]2[CH:3]=[CH:4][CH:5]=[CH:6][CH:7]=2)[C@H:14]2[CH2:15][O:16][C@@H:12]1[O:13]2. Procedure: 1,6-Anhydro-4-O-benzyl-3-deoxy-β-D-erythro-hexopyranos-2-ulose (Example 6) (0.30 g) was dissolved in 3% HCl in dry methanol (10 ml) and the solution allowed to stand at room temperature for 0.5 h. Chloroform was added and the solution was washed with saturated aqueous sodium hydrogen carbonate, water, dried (MgSO4), and concentrated to a syrup. Purification by flash chromatography on silica gel gave the title compound (0.29 g) [α]D -52.1°; 13C-nmr data: 99.6 (C-1), 96.8 (C-2), 29.0 (C-3), 72.6 (...